From a dataset of the Open Reaction Database (ORD), a public repository of structured organic reaction records. describe an organic reaction: reactants, conditions, products, and yield The reactants are Br (HBr), C(C)(=O)N(CCCCCCBr)C1=C(C=C(C=C1)C=1OC2=C(C(C1)=O)C(=C(C=C2F)F)N)F (2-[4-[N-acetyl-N-(6-bromohexyl)amino]-3-fluorophenyl]-5-amino-6,8-difluoro-4H-1-benzopyran-4-one), O (water). The solvent is O1CCOCC1 (dioxane). Yields the product NC1=C(C=C(C2=C1C(C=C(O2)C2=CC(=C(C=C2)NCCCCCCBr)F)=O)F)F (5-amino-2-[4-(6-bromohexylamino)-3-fluorophenyl]-6,8-difluoro-4H-1-benzopyran-4-one). The yield is 63.2%. Reaction SMILES: C([N:4]([C:12]1[CH:17]=[CH:16][C:15]([C:18]2[O:19][C:20]3[C:28]([F:29])=[CH:27][C:26]([F:30])=[C:25]([NH2:31])[C:21]=3[C:22](=[O:24])[CH:23]=2)=[CH:14][C:13]=1[F:32])[CH2:5][CH2:6][CH2:7][CH2:8][CH2:9][CH2:10][Br:11])(=O)C.Br.O>O1CCOCC1>[NH2:31][C:25]1[C:21]2[C:22](=[O:24])[CH:23]=[C:18]([C:15]3[CH:16]=[CH:17][C:12]([NH:4][CH2:5][CH2:6][CH2:7][CH2:8][CH2:9][CH2:10][Br:11])=[C:13]([F:32])[CH:14]=3)[O:19][C:20]=2[C:28]([F:29])=[CH:27][C:26]=1[F:30]. Procedure: 6.10 g (11.9 mmol) of the resulting 2-[4-[N-acetyl-N-(6-bromohexyl)amino]-3-fluorophenyl]-5-amino-6,8-difluoro-4H-1-benzopyran-4-one was dissolved in 60 ml of dioxane, 40 ml of 47% aqueous HBr was added and the mixture was heated at reflux for 3 hours. The reaction solution was cooled on ice, water was added and the mixture was extracted with ethyl acetate. The organic layer was washed once with 5% aqueous sodium bicarbonate and once with an aqueous saturated solution of sodium chloride and drie... The reactants are C[C@H](C1=CC=C(C=C1)O)N ((R)-α-methyl-p-hydroxybenzylamine), O.ON1N=NC2=C1C=CC=C2 (N-hydroxybenzotriazole monohydrate), C1(CCCCC1)N=C=NC1CCCCC1 (dicyclohexylcarbodiimide), C(C1=CC=CC=C1)(=O)N1C[S@@](C[C@H]1C(=O)O)=O ((1R,4R)-3-benzoyl-1-oxo-thiazolidine-4-carboxylic acid). Solvent: CN(C=O)C (dimethylformamide). Run at temperature 5 celsius, time 30 minute. Yields the product C(C1=CC=CC=C1)(=O)N1C[S@@](C[C@H]1C(N[C@@H](C1=CC=C(C=C1)O)C)=O)=O ((1R,4R)-3-Benzoyl-4-[(R)-α-methyl-p-hydroxybenzylcarbamoyl]-1-oxothiazolidine). Isolated yield 74.6%. As a reaction SMILES: [CH3:1][C@@H:2]([NH2:10])[C:3]1[CH:8]=[CH:7][C:6]([OH:9])=[CH:5][CH:4]=1.O.ON1C2C=CC=CC=2N=N1.C1(N=C=NC2CCCCC2)CCCCC1.[C:37]([N:45]1[C@H:49]([C:50](O)=[O:51])[CH2:48][S@@:47](=[O:53])[CH2:46]1)(=[O:44])[C:38]1[CH:43]=[CH:42][CH:41]=[CH:40][CH:39]=1>CN(C)C=O>[C:37]([N:45]1[C@H:49]([C:50](=[O:51])[NH:10][C@H:2]([CH3:1])[C:3]2[CH:8]=[CH:7][C:6]([OH:9])=[CH:5][CH:4]=2)[CH2:48][S@@:47](=[O:53])[CH2:46]1)(=[O:44])[C:38]1[CH:39]=[CH:40][CH:41]=[CH:42][CH:43]=1 |f:1.2|. Procedure: 9.47 g (69.11 mmole) of (R)-α-methyl-p-hydroxybenzylamine (prepared as described in Preparation 13), 10.58 g (69.11 mmole) of N-hydroxybenzotriazole monohydrate and 14.26 g (69.11 mmole) of dicyclohexylcarbodiimide were added in that order to a solution of 17.50 g (69.11 mmole) of (1R,4R)-3-benzoyl-1-oxo-thiazolidine-4-carboxylic acid (prepared as described in Preparation 10) in 100 ml of dimethylformamide cooled at 5° C., and the mixture was stirred at a temperature between 3° and 6° C. for 30 ...